From a dataset of the Open Reaction Database (ORD), a public repository of structured organic reaction records. describe an organic reaction: reactants, conditions, products, and yield Starting materials: resultant mixture, ClC=1C(=NC=C(C1)C(F)(F)F)N1N=CC2=CC=C(C=C12)[N+](=O)[O-] (1-(3-chloro-5-trifluoromethylpyridin-2-yl)-6-nitroindazole), O (water). Reagents/catalysts: [Fe] (iron). Solvent: C(C)(=O)O (acetic acid). Product: ClC=1C(=NC=C(C1)C(F)(F)F)N1N=CC2=CC=C(C=C12)N (1-(3-chloro-5-trifluoromethylpyridin-2-yl)-6-aminoindazole). Isolated yield 65.8%. Reaction SMILES: [Cl:1][C:2]1[C:3]([N:12]2[C:20]3[C:15](=[CH:16][CH:17]=[C:18]([N+:21]([O-])=O)[CH:19]=3)[CH:14]=[N:13]2)=[N:4][CH:5]=[C:6]([C:8]([F:11])([F:10])[F:9])[CH:7]=1.O>C(O)(=O)C.[Fe]>[Cl:1][C:2]1[C:3]([N:12]2[C:20]3[C:15](=[CH:16][CH:17]=[C:18]([NH2:21])[CH:19]=3)[CH:14]=[N:13]2)=[N:4][CH:5]=[C:6]([C:8]([F:10])([F:11])[F:9])[CH:7]=1. Procedure details: To a suspension of iron powder (5 g) in acetic acid (10 g), 1-(3-chloro-5-trifluoromethylpyridin-2-yl)-6-nitroindazole [Compound No. 3] (3 g) and water (10 g) were added, and the resultant mixture was refluxed for 3 hours. After completion of the reaction, the reaction mixture was filtered through celite, and the filtrate was poured into water and extracted with ethyl acetate. The extract was dried over magnesium sulfate and concentrated under reduced pressure. The residue was purified by silica... The reactants are CC(C)O, O=[N+]([O-])c1ccc2ncnc(Cl)c2c1, Nc1cc(Cl)c(Cl)cc1F. The product is O=[N+]([O-])c1ccc2ncnc(Nc3cc(Cl)c(Cl)cc3F)c2c1. As a reaction SMILES: [CH:25]([OH:26])([CH3:27])[CH3:28].[Cl:11][c:12]1[n:13][cH:14][n:15][c:16]2[cH:17][cH:18][c:19]([N+:22](=[O:23])[O-:24])[cH:20][c:21]12.[Cl:1][c:2]1[cH:3][c:4]([NH2:5])[c:6]([F:10])[cH:7][c:8]1[Cl:9]>>[Cl:1][c:2]1[cH:3][c:4]([NH:5][c:12]2[n:13][cH:14][n:15][c:16]3[cH:17][cH:18][c:19]([N+:22](=[O:23])[O-:24])[cH:20][c:21]23)[c:6]([F:10])[cH:7][c:8]1[Cl:9].